Dataset: the Open Reaction Database (ORD), a public repository of structured organic reaction records. Task: describe an organic reaction: reactants, conditions, products, and yield Reactants: C(C)(=O)OCC(CN1C=NC(=C1)C=1C=NC=CC1)(C)C (2,2-Dimethyl-3-(4-pyridin-3-yl-imidazol-1-yl)-propyl acetate), C(=O)([O-])[O-].[K+].[K+] (K2CO3). The solvent is CO (methanol), CO (metanol). Reaction conditions: time 1 hour. Product: CC(CO)(CN1C=NC(=C1)C=1C=NC=CC1)C (2,2-Dimethyl-3-(4-pyridin-3-yl-imidazol-1-yl)-propanol). Reaction SMILES: C([O:4][CH2:5][C:6]([CH3:20])([CH3:19])[CH2:7][N:8]1[CH:12]=[C:11]([C:13]2[CH:14]=[N:15][CH:16]=[CH:17][CH:18]=2)[N:10]=[CH:9]1)(=O)C.C([O-])([O-])=O.[K+].[K+]>CO>[CH3:19][C:6]([CH3:20])([CH2:7][N:8]1[CH:12]=[C:11]([C:13]2[CH:14]=[N:15][CH:16]=[CH:17][CH:18]=2)[N:10]=[CH:9]1)[CH2:5][OH:4] |f:1.2.3|. Procedure: To a solution of 2,2-Dimethyl-3-(4-pyridin-3-yl-imidazol-1-yl)-propyl acetate (20 mg) in methanol was added saturated solution of K2CO3 in metanol (1.5 mL) and the resulting solution was stirred at room temperature for 1 hour. MeOH was evaporated in vacuo and water was added followed by CH2Cl2. The aqueous layer was extracted with CHCl3, the combined organic layers were washed with brine, dired over Na2SO4 and evaporated in vacuo to afford the title compound as a slightly yellow oil.